From a dataset of the Open Reaction Database (ORD), a public repository of structured organic reaction records. describe an organic reaction: reactants, conditions, products, and yield Starting materials: CCOCC, CN1CCCC1=O, CCOC(C)=O, Cc1cc(F)ccc1-c1nc(S(C)(=O)=O)nc2c1ccc(=O)n2-c1c(F)cccc1F, NC(CO)CO, O. Yields the product Cc1cc(F)ccc1-c1nc(NC(CO)CO)nc2c1ccc(=O)n2-c1c(F)cccc1F. RXN SMILES: [CH3:39][CH2:40][O:41][CH2:42][CH3:43].[CH3:44][N:45]1[CH2:46][CH2:47][CH2:48][C:49]1=[O:50].[CH3:51][CH2:52][O:53][C:54]([CH3:55])=[O:56].[F:1][c:2]1[c:3](-[n:9]2[c:10](=[O:31])[cH:11][cH:12][c:13]3[c:14]2[n:15][c:16]([S:27]([CH3:28])(=[O:29])=[O:30])[n:17][c:18]3-[c:19]2[c:20]([CH3:26])[cH:21][c:22]([F:25])[cH:23][cH:24]2)[c:4]([F:8])[cH:5][cH:6][cH:7]1.[NH2:32][CH:33]([CH2:34][OH:35])[CH2:36][OH:37].[OH2:38]>>[F:1][c:2]1[c:3](-[n:9]2[c:10](=[O:31])[cH:11][cH:12][c:13]3[c:14]2[n:15][c:16]([NH:32][CH:33]([CH2:34][OH:35])[CH2:36][OH:37])[n:17][c:18]3-[c:19]2[c:20]([CH3:26])[cH:21][c:22]([F:25])[cH:23][cH:24]2)[c:4]([F:8])[cH:5][cH:6][cH:7]1. Procedure details: A mixture of methyl 4-bromomethyl-3-fluorobenzenecarboxylate (240 mg) and triethyl phosphite (0.32 mL) was heated at 145° C. for 2 hours. The reaction solution was purified through silica gel column chromatography (ethyl acetate/methanol=9/1) to obtain the entitled compound (300 mg). Run at temperature 145 celsius. Product: C(C)OP(=O)(OCC)CC1=C(C=C(C=C1)C(=O)OC)F (Methyl 4-(diethoxyphosphorylmethyl)-3-fluorobenzenecarboxylate). As a reaction SMILES: Br[CH2:2][C:3]1[CH:8]=[CH:7][C:6]([C:9]([O:11][CH3:12])=[O:10])=[CH:5][C:4]=1[F:13].[P:14]([O:21]CC)([O:18][CH2:19][CH3:20])[O:15][CH2:16][CH3:17]>>[CH2:16]([O:15][P:14]([CH2:2][C:3]1[CH:8]=[CH:7][C:6]([C:9]([O:11][CH3:12])=[O:10])=[CH:5][C:4]=1[F:13])([O:18][CH2:19][CH3:20])=[O:21])[CH3:17]. Starting materials: BrCC1=C(C=C(C=C1)C(=O)OC)F (methyl 4-bromomethyl-3-fluorobenzenecarboxylate), P(OCC)(OCC)OCC (triethyl phosphite). The reactants are Fc1ccc(CCN2CCC(N3CCc4ccc(CCl)cc43)CC2)cc1, [H-], O=C1CCCCN1, [Na+]. Yields the product Cl, O=C1CCCCN1Cc1ccc2c(c1)N(C1CCN(CCc3ccc(F)cc3)CC1)CC2. RXN SMILES: [F:10][c:11]1[cH:12][cH:13][c:14]([CH2:15][CH2:16][N:17]2[CH2:18][CH2:19][CH:20]([N:23]3[CH2:24][CH2:25][c:26]4[cH:27][cH:28][c:29]([CH2:32][Cl:33])[cH:30][c:31]43)[CH2:21][CH2:22]2)[cH:34][cH:35]1.[H-:8].[NH:1]1[C:2](=[O:7])[CH2:3][CH2:4][CH2:5][CH2:6]1.[Na+:9]>>[ClH:33].[N:1]1([CH2:32][c:29]2[cH:28][cH:27][c:26]3[c:31]([cH:30]2)[N:23]([CH:20]2[CH2:19][CH2:18][N:17]([CH2:16][CH2:15][c:14]4[cH:13][cH:12][c:11]([F:10])[cH:35][cH:34]4)[CH2:22][CH2:21]2)[CH2:24][CH2:25]3)[C:2](=[O:7])[CH2:3][CH2:4][CH2:5][CH2:6]1.